describe an organic reaction: reactants, conditions, products, and yield From a dataset of the Open Reaction Database (ORD), a public repository of structured organic reaction records. Starting materials: NC1=NC=CC=C1C(=O)C1=NC(=CC=C1)Br ((2-aminopyridin-3-yl)(6-bromopyridin-2-yl)methanone), BrN1C(CCC1=O)=O (N-bromosuccinimide). Run in C(C)#N (acetonitrile). Reaction conditions: time 1 hour. The product is NC1=NC=C(C=C1C(=O)C1=NC(=CC=C1)Br)Br ((2-amino-5-bromopyridin-3-yl)(6-bromopyridin-2-yl)methanone). Yield: 57.2%. RXN SMILES: [NH2:1][C:2]1[C:7]([C:8]([C:10]2[CH:15]=[CH:14][CH:13]=[C:12]([Br:16])[N:11]=2)=[O:9])=[CH:6][CH:5]=[CH:4][N:3]=1.[Br:17]N1C(=O)CCC1=O>C(#N)C>[NH2:1][C:2]1[C:7]([C:8]([C:10]2[CH:15]=[CH:14][CH:13]=[C:12]([Br:16])[N:11]=2)=[O:9])=[CH:6][C:5]([Br:17])=[CH:4][N:3]=1. Reported procedure: To a suspension of (2-aminopyridin-3-yl)(6-bromopyridin-2-yl)methanone (5.76 g, 20.7 mmol) in acetonitrile (120 ml) was added N-bromosuccinimide (4.05 g, 22.77 mmol). The resulting mixture was stirred at room temperature for 1 hour before mixture was concentrated in vacuo to approximately 20 ml. The solid was then collected by filtration and washed with minimal acetonitrile and dried to leave title compound as a brown solid (4.23 g, 57%). 1H NMR (DMSO-d6) 7.93-7.89 (4H, m), 8.03-7.99 (1H, m), 8.... Reactants: [NH4+].[Cl-] (NH4Cl), CC(C)([O-])C.[K+] (potassium tert-butoxide), COP(=O)(OC)CC(=O)OC(C)(C)C (tert-butyl 2-(dimethoxyphosphoryl)acetate), ClC=1C=CC(=C(C=O)C1)OC(F)F (5-chloro-2-(difluoromethoxy)benzaldehyde). The solvent is C1CCOC1 (THF), CCOC(=O)C (EtOAc). Conditions: time 4 hour. Yields the product ClC=1C=CC(=C(C1)/C=C/C(=O)OC(C)(C)C)OC(F)F ((E)-tert-Butyl 3-(5-chloro-2-(difluoromethoxy)phenyl)acrylate), solid. Isolated yield 74.0%. RXN SMILES: CC(C)([O-])C.[K+].COP([CH2:13][C:14]([O:16][C:17]([CH3:20])([CH3:19])[CH3:18])=[O:15])(OC)=O.[Cl:21][C:22]1[CH:23]=[CH:24][C:25]([O:30][CH:31]([F:33])[F:32])=[C:26]([CH:29]=1)[CH:27]=O.[NH4+].[Cl-]>C1COCC1.CCOC(C)=O>[Cl:21][C:22]1[CH:23]=[CH:24][C:25]([O:30][CH:31]([F:32])[F:33])=[C:26](/[CH:27]=[CH:13]/[C:14]([O:16][C:17]([CH3:18])([CH3:19])[CH3:20])=[O:15])[CH:29]=1 |f:0.1,4.5|. Procedure details: To a solution of potassium tert-butoxide (0.407 g, 3.63 mmol) in THF (10 mL) were added tert-butyl 2-(dimethoxyphosphoryl)acetate (0.528 mL, 2.66 mmol) and 5-chloro-2-(difluoromethoxy)benzaldehyde (0.50 g, 2.420 mmol) at 0° C. After 4 hrs, NH4Cl solution was added and the reaction mixture was diluted with EtOAc, washed with sat'd NH4Cl solution, sat'd NaHCO3, and brine. The organic phase was dried over Na2SO4, filtered and concentrated. The crude product was purified by normal phase chromatograp... Starting materials: CN(C(=O)Cl)C (N,N-Dimethylcarbamoyl chloride), OC[C@@H](C)NC(OC(C)(C)C)=O (tert-butyl [(1R)-2-hydroxy-1-methylethyl]carbamate), N1=CC=CC=C1 (pyridine). The reagents and catalysts are CN(C1=CC=NC=C1)C (4-dimethylaminopyridine). Solvent: C(Cl)Cl (methylene chloride), CCOC(=O)C (EtOAc). Reaction conditions: time 8 hour. The product is CN(C(OC[C@@H](C)NC(=O)OC(C)(C)C)=O)C ((2R)-2-[(tert-butoxycarbonyl)amino]propyl dimethylcarbamate). Reaction SMILES: [CH3:1][N:2]([CH3:6])[C:3](Cl)=[O:4].[OH:7][CH2:8][C@H:9]([NH:11][C:12](=[O:18])[O:13][C:14]([CH3:17])([CH3:16])[CH3:15])[CH3:10].N1C=CC=CC=1>CN(C)C1C=CN=CC=1.C(Cl)Cl.CCOC(C)=O>[CH3:1][N:2]([CH3:6])[C:3](=[O:4])[O:7][CH2:8][C@H:9]([NH:11][C:12]([O:13][C:14]([CH3:17])([CH3:16])[CH3:15])=[O:18])[CH3:10]. Procedure details: N,N-Dimethylcarbamoyl chloride (0.12 mL, 0.0013 mol) was added to a solution of tert-butyl [(1R)-2-hydroxy-1-methylethyl]carbamate (0.150 g, 0.856 mmol), 4-dimethylaminopyridine (0.02 g, 0.2 mmol) and pyridine (0.14 g, 1.7 mmol) in methylene chloride (3.0 mL). The mixture was stirred overnight, diluted with EtOAc and washed with 1N HCl, saturated NaHCO3 and brine. The organic layers were dried over Na2SO4, filtered, and concentrated. The residue was purified by chromatography on silica gel with ... The reactants are Cl.CO (hydrochloric acid methanol), OC1=C(C(=CC(=C1CCC(C)C)OCOC)OCOC)C(CCC1=CC(=C(C=C1)OCOC)OC)=O (1-[2-hydroxy-4,6-bis(methoxymethoxy)-3-isopentylphenyl]-3-(3-methoxy-4-methoxymethoxyphenyl)-1-propanone), C(O)([O-])=O.[Na+] (sodium hydrogencarbonate). Solvent: CO (methanol). The product is OC1=C(C(=CC(=C1CCC(C)C)O)O)C(CCC1=CC(=C(C=C1)O)OC)=O (1-(2,4,6-trihydroxy-3-isopentylphenyl)-3-(4-hydroxy-3-methoxyphenyl)-1-propanone). Yield: 51.4%. As a reaction SMILES: [OH:1][C:2]1[C:7]([CH2:8][CH2:9][CH:10]([CH3:12])[CH3:11])=[C:6]([O:13]COC)[CH:5]=[C:4]([O:17]COC)[C:3]=1[C:21](=[O:36])[CH2:22][CH2:23][C:24]1[CH:29]=[CH:28][C:27]([O:30]COC)=[C:26]([O:34][CH3:35])[CH:25]=1.Cl.CO.C(=O)([O-])O.[Na+]>CO>[OH:1][C:2]1[C:7]([CH2:8][CH2:9][CH:10]([CH3:12])[CH3:11])=[C:6]([OH:13])[CH:5]=[C:4]([OH:17])[C:3]=1[C:21](=[O:36])[CH2:22][CH2:23][C:24]1[CH:29]=[CH:28][C:27]([OH:30])=[C:26]([O:34][CH3:35])[CH:25]=1 |f:1.2,3.4|. Reported procedure: Then, 5.0 g of 1-[2-hydroxy-4,6-bis(methoxymethoxy)-3-isopentylphenyl]-3-(3-methoxy-4-methoxymethoxyphenyl)-1-propanone was dissolved in 12.0 ml of methanol, and 37 ml of a hydrochloric acid/methanol reagent was added to the solution and the mixture was refluxed for 1 hour. The reaction liquid was neutralized with a saturated solution of sodium hydrogencarbonate and extracted with diethyl ether. The ether layer was washed with water, dried with anhydrous magnesium sulfate, and concentrated under...